From a dataset of the Open Reaction Database (ORD), a public repository of structured organic reaction records. describe an organic reaction: reactants, conditions, products, and yield The reactants are [BH-](OC(=O)C)(OC(=O)C)OC(=O)C.[Na+] (NaBH(OAc)3), NCC[C@@H](C(=O)O)NC(=O)OC(C)(C)C ((S)-4-amino-2-(tert-butoxycarbonylamino)butanoic acid), C(C)(=O)O (acetic acid), C1(CC1)NC(=O)NC1=CC(=C(C=C1)OC1=C2C(=NC=C1)C=C(S2)C2=NC=C(C=C2)C=O)F (1-cyclopropyl-3-(3-fluoro-4-(2-(5-formylpyridin-2-yl)thieno[3,2-b]pyridin-7-yloxy)phenyl)urea). The solvent is C(Cl)Cl (DCM). Reaction conditions: time 20 minute. The product is C1(CC1)NC(NC1=CC(=C(OC2=C3C(=NC=C2)C=C(S3)C3=CC=C(C=N3)CN3C([C@H](CC3)NC(OC(C)(C)C)=O)=O)C=C1)F)=O ((S)-tert-butyl 1-((6-(7-(4-(3-cyclopropylureido)-2-fluorophenoxy)thieno[3,2-b]-pyridin-2-yl)pyridin-3-yl)methyl)-2-oxopyrrolidin-3-ylcarbamate). The yield is 37.3%. Reaction SMILES: [CH:1]1([NH:4][C:5]([NH:7][C:8]2[CH:13]=[CH:12][C:11]([O:14][C:15]3[CH:20]=[CH:19][N:18]=[C:17]4[CH:21]=[C:22]([C:24]5[CH:29]=[CH:28][C:27]([CH:30]=O)=[CH:26][N:25]=5)[S:23][C:16]=34)=[C:10]([F:32])[CH:9]=2)=[O:6])[CH2:3][CH2:2]1.[NH2:33][CH2:34][CH2:35][C@H:36]([NH:40][C:41]([O:43][C:44]([CH3:47])([CH3:46])[CH3:45])=[O:42])[C:37]([OH:39])=O.C(O)(=O)C.[BH-](OC(C)=O)(OC(C)=O)OC(C)=O.[Na+]>C(Cl)Cl>[CH:1]1([NH:4][C:5](=[O:6])[NH:7][C:8]2[CH:13]=[CH:12][C:11]([O:14][C:15]3[CH:20]=[CH:19][N:18]=[C:17]4[CH:21]=[C:22]([C:24]5[N:25]=[CH:26][C:27]([CH2:30][N:33]6[CH2:34][CH2:35][C@H:36]([NH:40][C:41](=[O:42])[O:43][C:44]([CH3:47])([CH3:46])[CH3:45])[C:37]6=[O:39])=[CH:28][CH:29]=5)[S:23][C:16]=34)=[C:10]([F:32])[CH:9]=2)[CH2:3][CH2:2]1 |f:3.4|. Reported procedure: To a suspension of 47 (230 mg, 0.51 mmol, scheme 15) in DCM (5.1 mL) were added (S)-4-amino-2-(tert-butoxycarbonylamino)butanoic acid (224 mg, 1.03 mmol) and acetic acid (59 μl, 1.03 mmol). After stirring for 20 min at room temperature, NaBH(OAc)3 (326 mg, 1.54 mmol) was added. The reaction mixture was stirred for 16 h, quenched by addition of 1N NaOH, and concentrated. The solid was collected by filtration and purified by Biotage (SNAP 50 g cartridge; MeOH/DCM: 0/100 to 20/80 over 20 CV), to af... The reactants are COC(=O)C=1N=NN(C1C(=O)[O-])C.[Li+] (lithium 4-(methoxycarbonyl)-1-methyl-1H-1,2,3-triazole-5-carboxylate), Cl.Cl.CN1C(=NC(=C1)C1=CC=CC=C1)CCN (2-(1-Methyl-4-phenyl-1H-imidazol-2-yl)ethanamine dihydrochloride), yellow solid. The product is CN1N=NC(=C1C(NCCC=1N(C=C(N1)C1=CC=CC=C1)C)=O)C(=O)OC (Methyl 1-methyl-5-(2-(1-methyl-4-phenyl-1H-imidazol-2-yl)ethylcarbamoyl)-1H-1,2,3-triazole-4-carboxylate). RXN SMILES: [CH3:1][O:2][C:3]([C:5]1[N:6]=[N:7][N:8]([CH3:13])[C:9]=1[C:10]([O-:12])=O)=[O:4].[Li+].Cl.Cl.[CH3:17][N:18]1[CH:22]=[C:21]([C:23]2[CH:28]=[CH:27][CH:26]=[CH:25][CH:24]=2)[N:20]=[C:19]1[CH2:29][CH2:30][NH2:31]>>[CH3:13][N:8]1[C:9]([C:10](=[O:12])[NH:31][CH2:30][CH2:29][C:19]2[N:18]([CH3:17])[CH:22]=[C:21]([C:23]3[CH:28]=[CH:27][CH:26]=[CH:25][CH:24]=3)[N:20]=2)=[C:5]([C:3]([O:2][CH3:1])=[O:4])[N:6]=[N:7]1 |f:0.1,2.3.4|. Procedure: The product was obtained starting from lithium 4-(methoxycarbonyl)-1-methyl-1H-1,2,3-triazole-5-carboxylate (150 mg, 785 μmol) and 2-(1-methyl-4-phenyl-1H-imidazol-2-yl)ethanamine dihydrochloride (226 mg, 824 μmol, example 7, step 4) according to the method described in example 7, step 5 after aqueous work-up and purification by flash chromatography (using silica gel and an ethyl acetate/heptane gradient) as light yellow solid (79 mg, 214 μmol, 27.3%). Starting materials: [Br-], [Br-], [Br-], CC(=O)c1csc2ccc(C#N)cc12, C1CCOC1, C[N+](C)(C)c1ccccc1, C[N+](C)(C)c1ccccc1, C[N+](C)(C)c1ccccc1. Yields the product N#Cc1ccc2scc(C(=O)CBr)c2c1. As a reaction SMILES: [Br-:1].[Br-:2].[Br-:3].[C:34]([CH3:35])(=[O:36])[c:37]1[c:38]2[c:39]([s:40][cH:41]1)[cH:42][cH:43][c:44]([C:46]#[N:47])[cH:45]2.[O:48]1[CH2:49][CH2:50][CH2:51][CH2:52]1.[c:14]1([N+:15]([CH3:16])([CH3:17])[CH3:18])[cH:19][cH:20][cH:21][cH:22][cH:23]1.[c:24]1([N+:25]([CH3:26])([CH3:27])[CH3:28])[cH:29][cH:30][cH:31][cH:32][cH:33]1.[c:4]1([N+:5]([CH3:6])([CH3:7])[CH3:8])[cH:9][cH:10][cH:11][cH:12][cH:13]1>>[Br:1][CH2:35][C:34](=[O:36])[c:37]1[c:38]2[c:39]([s:40][cH:41]1)[cH:42][cH:43][c:44]([C:46]#[N:47])[cH:45]2.